From a dataset of the Open Reaction Database (ORD), a public repository of structured organic reaction records. describe an organic reaction: reactants, conditions, products, and yield Reactants: CC1COCCN1c1nc(-c2ccc(N)cc2)nc2c1CCN(c1ncccn1)C2, Cn1cc(N)cn1, NCC1CC1, Nc1ccc(-c2nc3c(c(N4CCOCC4)n2)CNC(c2ncccn2)C3)cc1. The product is CC1COCCN1c1nc(-c2ccc(NC(=O)Nc3cnn(C)c3)cc2)nc2c1CCN(c1ncccn1)C2. RXN SMILES: [CH3:1][CH:2]1[CH2:3][O:4][CH2:5][CH2:6][N:7]1[c:8]1[c:9]2[c:10]([n:11][c:12](-[c:14]3[cH:15][cH:16][c:17]([NH2:18])[cH:19][cH:20]3)[n:13]1)[CH2:21][N:22]([c:25]1[n:26][cH:27][cH:28][cH:29][n:30]1)[CH2:23][CH2:24]2.[CH3:60][n:61]1[n:62][cH:63][c:64]([NH2:66])[cH:65]1.[CH:67]1([CH2:68][NH2:69])[CH2:70][CH2:71]1.[O:31]1[CH2:32][CH2:59][N:35]([c:36]2[c:37]3[c:48]([n:49][c:50](-[c:51]4[cH:52][cH:53][c:54]([NH2:55])[cH:56][cH:57]4)[n:58]2)[CH2:47][CH:40]([c:41]2[n:42][cH:43][cH:44][cH:45][n:46]2)[NH:39][CH2:38]3)[CH2:34][CH2:33]1>>[CH3:1][CH:2]1[CH2:3][O:4][CH2:5][CH2:6][N:7]1[c:8]1[c:9]2[c:10]([n:11][c:12](-[c:14]3[cH:15][cH:16][c:17]([NH:18][C:32](=[O:31])[NH:66][c:64]4[cH:63][n:62][n:61]([CH3:60])[cH:65]4)[cH:19][cH:20]3)[n:13]1)[CH2:21][N:22]([c:25]1[n:26][cH:27][cH:28][cH:29][n:30]1)[CH2:23][CH2:24]2. The reactants are [N+](=O)([O-])C=1C=C2C(=C(C=NC2=CC1)C#N)NC1=CC(=CC=C1)C(F)(F)F (6-nitro-4-[(3-trifluoromethylphenyl)amino]quinoline-3-carbonitrile), SnCl2 dihydrate, C([O-])(O)=O.[Na+] (sodium bicarbonate). The solvent is ice water, C(C)O (ethanol). Reaction conditions: temperature 25 celsius, time 2 hour. Product: NC=1C=C2C(=C(C=NC2=CC1)C#N)NC1=CC(=CC=C1)C(F)(F)F (6-Amino-4-[(3-trifluoromethylphenyl)amino]-quinoline-3-carbonitrile). The yield is 88.3%. RXN SMILES: [N+:1]([C:4]1[CH:5]=[C:6]2[C:11](=[CH:12][CH:13]=1)[N:10]=[CH:9][C:8]([C:14]#[N:15])=[C:7]2[NH:16][C:17]1[CH:22]=[CH:21][CH:20]=[C:19]([C:23]([F:26])([F:25])[F:24])[CH:18]=1)([O-])=O.C(=O)(O)[O-].[Na+]>C(O)C>[NH2:1][C:4]1[CH:5]=[C:6]2[C:11](=[CH:12][CH:13]=1)[N:10]=[CH:9][C:8]([C:14]#[N:15])=[C:7]2[NH:16][C:17]1[CH:22]=[CH:21][CH:20]=[C:19]([C:23]([F:26])([F:24])[F:25])[CH:18]=1 |f:1.2|. Procedure: A slurry of 6.00 g (16.8 mmol) of 6-nitro-4-[(3-trifluoromethylphenyl)amino]quinoline-3-carbonitrile and 18.9 g (83.3 mmol) of SnCl2 dihydrate in 240 mL of ethanol was refluxed under N2 for 1 h. After cooling to 25° C., the reaction was diluted with ice water, neutralized with sodium bicarbonate and stirred for 2 h. The product was extracted with chloroform, treated with Darco, dried(magnesium sulfate) and evaporated. The residue was filtered through silica gel (10% methanol in chloroform), evap...